From a dataset of the Open Reaction Database (ORD), a public repository of structured organic reaction records. describe an organic reaction: reactants, conditions, products, and yield Reactants: FC(C(=O)O)(F)F (trifluoroacetic acid), ice water, C(C1=CC=CC=C1)C(=O)SC1=CC=CN2C1=NC=C(C2=O)C(=O)OCC2=CC=C(C=C2)OC (9-(benzylcarbonyl)thio-3-(4-methoxybenzyloxycarbonyl)-4H-pyrido[1,2-a]pyrimidin-4-one), C1(=CC=CC=C1)OC (anisole), ice water. Solvent: C(Cl)Cl (methylene chloride). Yields the product C(C1=CC=CC=C1)OC(=O)SC1=CC=CN2C1=NC=C(C2=O)C(=O)O (9-(benzyloxycarbonyl)thio-3-carboxy-4H-pyrido[1,2-a]pyrimidin-4-one). Reaction SMILES: C([C:8]([S:10][C:11]1[C:16]2=[N:17][CH:18]=[C:19]([C:22]([O:24]CC3C=CC(OC)=CC=3)=[O:23])[C:20](=[O:21])[N:15]2[CH:14]=[CH:13][CH:12]=1)=[O:9])C1C=CC=CC=1.[C:34]1(OC)[CH:39]=[CH:38][CH:37]=[CH:36][CH:35]=1.FC(F)(F)[C:44](O)=[O:45]>C(Cl)Cl>[CH2:44]([O:45][C:8]([S:10][C:11]1[C:16]2=[N:17][CH:18]=[C:19]([C:22]([OH:24])=[O:23])[C:20](=[O:21])[N:15]2[CH:14]=[CH:13][CH:12]=1)=[O:9])[C:34]1[CH:35]=[CH:36][CH:37]=[CH:38][CH:39]=1. Reported procedure: A mixture of 0.872 g of 9-(benzylcarbonyl)thio-3-(4-methoxybenzyloxycarbonyl)-4H-pyrido[1,2-a]pyrimidin-4-one Ie-79, 2.5 g of anisole and 10 ml of dry methylene chloride is cooled with ice water, mixed with 5 ml of trifluoroacetic acid and stirred under cooling with ice water for 3 hours. The reaction mixture is concentrated to dryness in vacuo, and the residue is recrystallized from ethyl acetate to give the titled compound Ie-80. Starting materials: C[Li] (methyl lithium), mixture, ice water, Cl (hydrochloric acid), C[Li] (methyl lithium), solution, FC=1C=C2C(=CC=NC2=CC1)OC (6-fluoro-4-methoxyquinoline). Solvent: C(C)OCC (diethyl ether), O1CCCC1 (tetrahydrofuran). Conditions: temperature -20 celsius, time 0.5 hour. Yields the product FC=1C=C2C(CC(NC2=CC1)C)=O (6-fluoro-2-methyl-4-oxo-1,2,3,4-tetrahydroquinoline). Isolated yield 37.0%. As a reaction SMILES: [F:1][C:2]1[CH:3]=[C:4]2[C:9](=[CH:10][CH:11]=1)[N:8]=[CH:7][CH:6]=[C:5]2[O:12]C.[CH3:14][Li].Cl>O1CCCC1.C(OCC)C>[F:1][C:2]1[CH:3]=[C:4]2[C:9](=[CH:10][CH:11]=1)[NH:8][CH:7]([CH3:14])[CH2:6][C:5]2=[O:12]. Procedure: A stirred solution of 25.8 g (0.146 mole) of 6-fluoro-4-methoxyquinoline from example 3 in 300 ml of tetrahydrofuran was heated under a nitrogen atmosphere to its reflux temperature and then cooled to -20°C. To the cold solution was added 90 ml of 1.82 M methyl lithium in diethyl ether over a period of 0.5 hour. After adding 40 ml of the solution, the reaction temperature was allowed to rise to 0°C. After the addition of methyl lithium was completed, the reaction temperature was allowed to rise ... Reactants: COC=1C=C(CBr)C=CC1 (3-methoxybenzyl bromide), Grignard reagent, [Cl-].[NH4+] (ammonium chloride), [Mg] (magnesium), CN(C(C1C(CCCC1)=O)C1=CC=C(C=C1)C(F)(F)F)C (2-[dimethyl-amino-(4-trifluoromethylphenyl)methyl]cyclohexanone), crude base. The solvent is CCOCC (ether), CCOCC (ether), CCOCC (ether). The product is Cl.CN(C)C(C1C(CCCC1)(O)CC1=CC(=CC=C1)OC)C1=CC=C(C=C1)C(F)(F)F (2-[dimethylamino-(4-trifluoromethyl-phenyl)methyl]-1-(3-methoxybenzyl)cyclohexanol, hydrochloride). Yield: 70.9%. Reaction SMILES: [Mg].[CH3:2][O:3][C:4]1[CH:5]=[C:6]([CH:9]=[CH:10][CH:11]=1)[CH2:7]Br.[CH3:12][N:13]([CH3:32])[CH:14]([C:22]1[CH:27]=[CH:26][C:25]([C:28]([F:31])([F:30])[F:29])=[CH:24][CH:23]=1)[CH:15]1[CH2:20][CH2:19][CH2:18][CH2:17][C:16]1=[O:21].[Cl-:33].[NH4+]>CCOCC>[ClH:33].[CH3:32][N:13]([CH:14]([C:22]1[CH:27]=[CH:26][C:25]([C:28]([F:29])([F:31])[F:30])=[CH:24][CH:23]=1)[CH:15]1[CH2:20][CH2:19][CH2:18][CH2:17][C:16]1([CH2:7][C:6]1[CH:9]=[CH:10][CH:11]=[C:4]([O:3][CH3:2])[CH:5]=1)[OH:21])[CH3:12] |f:3.4,6.7|. Reported procedure: 0.29 g (12.0 mmole) of magnesium turnings was stirred in 5 ml of ether of analysis purity. 2.42 g (12.0 mmole) of 3-methoxybenzyl bromide dissolved in 10 ml of ether were added dropwise so that the reaction mixture boiled gently. After completion of the addition the reaction mixture was stirred for a further hour at RT. 3.0 g (10.0 mmole) of the 2-[dimethyl-amino-(4-trifluoromethylphenyl)methyl]cyclohexanone prepared according to stage 2 were dissolved in 5 ml of ether, added dropwise to the Gri... Reactants: NC=1C2=CC=CC=C2N=C2CCCCC12 (9-amino-1,2,3,4-tetrahydroacridine), O1OOCCC1 (Trioxan), C(C)O (ethanol). The solvent is C(C)N(CC)CC (triethylamine). Yields the product C=NC=1C2=CC=CC=C2N=C2CCCCC12 (9-Methylene amino-1,2,3,4-tetrahydroacridine). RXN SMILES: [NH2:1][C:2]1[C:3]2[C:8]([N:9]=[C:10]3[C:15]=1[CH2:14][CH2:13][CH2:12][CH2:11]3)=[CH:7][CH:6]=[CH:5][CH:4]=2.O1CC[CH2:19]OO1.C(O)C>C(N(CC)CC)C>[CH2:19]=[N:1][C:2]1[C:3]2[C:8]([N:9]=[C:10]3[C:15]=1[CH2:14][CH2:13][CH2:12][CH2:11]3)=[CH:7][CH:6]=[CH:5][CH:4]=2. Procedure: A mixture of 8.40 g. 9-amino-1,2,3,4-tetrahydroacridine and 4.71 g. Trioxan in 200 ml. ethanol in which 1 g. triethylamine had previously been dissolved was heated to reflux for 12 hours under vigorous stirring. The mixture was cooled to room temperature, then filtered. The filtrate was concentrated under reduced pressure and the dry residue was taken up in hot acetonitrile (25 ml.). The solution was filtered when hot and then cooled. The methylenic derivative started to crystallize as yellowish...